Dataset: the Open Reaction Database (ORD), a public repository of structured organic reaction records. Task: describe an organic reaction: reactants, conditions, products, and yield Reported procedure: 2.8 g (6.5 mmol) of [(E)-5-(5-bromo-2-thienyl)-1,1-diethylhex-4-enyloxy]triethylsilane are dissolved in 50 mL of anhydrous THF and the mixture is then cooled to −78° C. 2.9 mL (7.1 mmol) of 2.5 M butyllithium solution are then added, after which the reaction medium is stirred for 15 minutes. 0.55 mL of anhydrous DMF is then added, after which the reaction medium is warmed to room temperature and stirred for 1 h. After treatment with saturated ammonium chloride solution and then extraction with e... Run in CN(C)C=O (DMF). The reactants are C(CCC)[Li] (butyllithium), [Cl-].[NH4+] (ammonium chloride), BrC1=CC=C(S1)/C(=C/CCC(O[Si](CC)(CC)CC)(CC)CC)/C ([(E)-5-(5-bromo-2-thienyl)-1,1-diethylhex-4-enyloxy]triethylsilane), C1CCOC1 (THF), [BH4-].[Na+] (sodium borohydride). Run at temperature -78 celsius, time 15 minute. The product is C(C)C(CC/C=C(\C)/C1=CC=C(S1)CO)(CC)O[Si](CC)(CC)CC ([5-((E)-5-Ethyl-1-methyl-5-triethylsilanyloxyhept-1-enyl)-2-thienyl]methanol). RXN SMILES: Br[C:2]1[S:6][C:5](/[C:7](/[CH3:24])=[CH:8]/[CH2:9][CH2:10][C:11]([CH2:22][CH3:23])([CH2:20][CH3:21])[O:12][Si:13]([CH2:18][CH3:19])([CH2:16][CH3:17])[CH2:14][CH3:15])=[CH:4][CH:3]=1.C([Li])CCC.[BH4-].[Na+].[Cl-].[NH4+].C1C[O:37][CH2:36]C1>CN(C=O)C>[CH2:20]([C:11]([O:12][Si:13]([CH2:18][CH3:19])([CH2:16][CH3:17])[CH2:14][CH3:15])([CH2:22][CH3:23])[CH2:10][CH2:9]/[CH:8]=[C:7](/[C:5]1[S:6][C:2]([CH2:36][OH:37])=[CH:3][CH:4]=1)\[CH3:24])[CH3:21] |f:2.3,4.5|. The solvent is CC(=O)N(C)C (dimethylacetamide), CC(=O)N(C)C (dimethylacetamide), CC(=O)N(C)C (dimethylacetamide). As a reaction SMILES: [H-].[Na+].[C:3]1([OH:9])[CH:8]=[CH:7][CH:6]=[CH:5][CH:4]=1.Br[CH2:11][C:12]1[CH:17]=[CH:16][C:15]([C:18](=[O:23])[C:19]([CH3:22])([CH3:21])[CH3:20])=[CH:14][CH:13]=1>CC(N(C)C)=O>[O:9]([CH2:11][C:12]1[CH:17]=[CH:16][C:15]([C:18](=[O:23])[C:19]([CH3:21])([CH3:20])[CH3:22])=[CH:14][CH:13]=1)[C:3]1[CH:8]=[CH:7][CH:6]=[CH:5][CH:4]=1 |f:0.1|. Procedure details: To a suspension of 6.73 g. sodium hydride (57% suspension in mineral oil-0.165 mole) in 200 ml. dry dimethylacetamide, there is added dropwise 14.1 g. (0.15 mole) of phenol in 50 ml. dimethylacetamide maintaining the temperature below 25°C. After the addition is complete, the resulting mixture is stirred for 1 1/2 hours at room temperature. A solution of 38.3 g. (0.15 mole) α-bromo-p-pivaloyl toluene in 50 ml. dimethylacetamide is then added dropwise at room temperature and the resulting mixture... Conditions: time 0.5 hour. Reactants: [H-].[Na+] (sodium hydride), C1(=CC=CC=C1)O (phenol), BrCC1=CC=C(C=C1)C(C(C)(C)C)=O (α-bromo-p-pivaloyl toluene). Product: O(C1=CC=CC=C1)CC1=CC=C(C=C1)C(C(C)(C)C)=O (p-(phenoxymethyl)pivalophenone). The reactants are substituted benzoic acid, CC=1C=C2C=CNC2=CC1 (5-methylindole), C(C1=CC=CC=C1)(=O)Cl (benzoyl chloride). Yields the product C(C1=CC=CC=C1)(=O)N1C=CC2=CC(=CC=C12)C (N-benzoyl-5-methylindole), 1b. Reaction SMILES: [CH3:1][C:2]1[CH:3]=[C:4]2[C:8](=[CH:9][CH:10]=1)[NH:7][CH:6]=[CH:5]2.[C:11](Cl)(=[O:18])[C:12]1[CH:17]=[CH:16][CH:15]=[CH:14][CH:13]=1>>[C:11]([N:7]1[C:8]2[C:4](=[CH:3][C:2]([CH3:1])=[CH:10][CH:9]=2)[CH:5]=[CH:6]1)(=[O:18])[C:12]1[CH:17]=[CH:16][CH:15]=[CH:14][CH:13]=1. Reported procedure: The 5-methylindole 1a is benzoylated with benzoyl chloride of a substituted benzoic acid to give N-benzoyl-5-methylindole, 1b. The bromination of 1b with N-bromosuccinimide and a catalytic amount of azobisisobutyronitrile in refluxing carbon tetrachloride affords N-benzoyl-5-bromomethylindole, 1c. ##STR43## Reactants: [N+](=O)([O-])C=1C=C(C=CC1[N+](=O)[O-])NC(C1=CC=C(C=C1)N1CCOCC1)=O (N-(3,4-dinitrophenyl)-4-morpholinobenzamide), CN1CCN(CC1)C1=CC=C(C=C1)NC(=O)C1=CC=C(C=O)C=C1 (4-(4-(4-methylpiperazinyl)phenyl)aminocarbonylbenzaldehyde). Yields the product CN1CCN(CC1)C1=CC=C(C=C1)NC(C1=CC=C(C=C1)C1=NC2=C(N1)C=CC(=C2)NC(C2=CC=C(C=C2)N2CCOCC2)=O)=O (N-(4-(4-methylpiperazin-1-yl)phenyl)-4-(5-(4-morpholinobenzamido)-1H-benzo[d]imidazol-2-yl)benzamide). As a reaction SMILES: [N+:1]([C:4]1[CH:5]=[C:6]([NH:13][C:14](=[O:27])[C:15]2[CH:20]=[CH:19][C:18]([N:21]3[CH2:26][CH2:25][O:24][CH2:23][CH2:22]3)=[CH:17][CH:16]=2)[CH:7]=[CH:8][C:9]=1[N+:10]([O-])=O)([O-])=O.[CH3:28][N:29]1[CH2:34][CH2:33][N:32]([C:35]2[CH:40]=[CH:39][C:38]([NH:41][C:42]([C:44]3[CH:51]=[CH:50][C:47]([CH:48]=O)=[CH:46][CH:45]=3)=[O:43])=[CH:37][CH:36]=2)[CH2:31][CH2:30]1>>[CH3:28][N:29]1[CH2:30][CH2:31][N:32]([C:35]2[CH:36]=[CH:37][C:38]([NH:41][C:42](=[O:43])[C:44]3[CH:45]=[CH:46][C:47]([C:48]4[NH:10][C:9]5[CH:8]=[CH:7][C:6]([NH:13][C:14](=[O:27])[C:15]6[CH:20]=[CH:19][C:18]([N:21]7[CH2:26][CH2:25][O:24][CH2:23][CH2:22]7)=[CH:17][CH:16]=6)=[CH:5][C:4]=5[N:1]=4)=[CH:50][CH:51]=3)=[CH:39][CH:40]=2)[CH2:33][CH2:34]1. Reported procedure: Compound 250 was prepared according to the procedure similar to that described in Scheme III from N-(3,4-dinitrophenyl)-4-morpholinobenzamide and 4-(4-(4-methylpiperazinyl)phenyl)aminocarbonylbenzaldehyde. [M+H]+ calcd for C36H37N7O3: 616.30; found: 616.13.